The task is: describe an organic reaction: reactants, conditions, products, and yield. This data is from the Open Reaction Database (ORD), a public repository of structured organic reaction records. The reactants are aldehyde, C(CC(=O)C)(=O)OC (methyl acetoacetate), C(C1=CC=CC=C1)=O (benzaldehyde), [H-].[Na+] (NaH), C(CCC)[Li] (n-butyl lithium). Run in O1CCCC1 (tetrahydrofuran), CCCCCC (hexane). Reaction conditions: temperature -78 celsius, time 15 minute. The product is OC1=CC(OC(C1)C1=CC=CC=C1)=O (5,6-Dihydro-4-hydroxy-6-phenyl-2H-pyran-2-one). Reaction SMILES: [C:1]([O:7][CH3:8])(=[O:6])[CH2:2][C:3]([CH3:5])=[O:4].[H-].[Na+].C([Li])CCC.C(=O)[C:17]1[CH:22]=[CH:21][CH:20]=[CH:19][CH:18]=1>CCCCCC.O1CCCC1>[OH:4][C:3]1[CH2:5][CH:8]([C:17]2[CH:22]=[CH:21][CH:20]=[CH:19][CH:18]=2)[O:7][C:1](=[O:6])[CH:2]=1 |f:1.2|. Reported procedure: The title compound was prepared as described in General Method 1 using 13.67 g methyl acetoacetate, 8.5 g of NaH 60% dispersion in oil, 73.6 mL of 1.6M n-butyl lithium in hexane, 10 g of benzaldehyde, and 300 mL of tetrahydrofuran. After addition of the aldehyde, the reaction was stirred 15 minutes at -78° C. then allowed to warm to room temperature overnight. A solid was filtered off after concentration (m.p. 145°-146° C.). 1H NMR (CDCl3) δ 2.8-3.05 (m, 2 H), 3.5 (d, 1 H), 3.7 (d, 1 H), 5.7 (dd... Starting materials: O=C([O-])[O-], CC(C)c1ncc(O)cn1, CC#N, [H][H], [K+], [K+], CCOP(=S)(Cl)OCC. Product: CCOP(=S)(OCC)Oc1cnc(C(C)C)nc1. As a reaction SMILES: [C:11](=[O:12])([O-:13])[O-:14].[CH3:1][CH:2]([CH3:3])[c:4]1[n:5][cH:6][c:7]([OH:10])[cH:8][n:9]1.[CH3:28][C:29]#[N:30].[H:26][H:27].[K+:15].[K+:16].[P:17]([O:18][CH2:19][CH3:20])([O:21][CH2:22][CH3:23])([Cl:24])=[S:25]>>[CH3:1][CH:2]([CH3:3])[c:4]1[n:5][cH:6][c:7]([O:10][P:17]([O:18][CH2:19][CH3:20])([O:21][CH2:22][CH3:23])=[S:25])[cH:8][n:9]1. The reactants are CCCCO, COc1cc(C)c(C)[nH]c1=O, CCCCI, [K+], [OH-]. Product: CCCCn1c(C)c(C)cc(OC)c1=O. As a reaction SMILES: [CH2:19]([OH:20])[CH2:21][CH2:22][CH3:23].[CH3:1][c:2]1[cH:3][c:4]([O:10][CH3:11])[c:5](=[O:9])[nH:6][c:7]1[CH3:8].[I:14][CH2:15][CH2:16][CH2:17][CH3:18].[K+:13].[OH-:12]>>[CH3:1][c:2]1[cH:3][c:4]([O:10][CH3:11])[c:5](=[O:9])[n:6]([CH2:15][CH2:16][CH2:17][CH3:18])[c:7]1[CH3:8]. Reaction SMILES: [CH3:1][O:2][c:3]1[cH:4][cH:5][c:6]2[c:11]([cH:12]1)[C:10](=[O:13])[CH2:9][CH2:8][CH2:7]2.[ClH:21].[NH2:19][OH:20].[S:14]([OH:15])([OH:16])(=[O:17])=[O:18].[cH:22]1[cH:23][cH:24][n:25][cH:26][cH:27]1>>[CH3:1][O:2][c:3]1[cH:4][cH:5][c:6]2[c:11]([cH:12]1)[C:10](=[N:19][OH:20])[CH2:9][CH2:8][CH2:7]2. The reactants are COc1ccc2c(c1)C(=O)CCC2, Cl, NO, O=S(=O)(O)O, c1ccncc1. Yields the product COc1ccc2c(c1)C(=NO)CCC2. Reactants: C1CCOC1, COc1cc2ncnc(Cl)c2cc1OC, O=C1Cc2ccc(F)cc2N1, [H-], [Na+], CN(C)C=O. Product: COc1cc2ncnc(C3C(=O)Nc4cc(F)ccc43)c2cc1OC. Reaction SMILES: [CH2:34]1[O:35][CH2:36][CH2:37][CH2:38]1.[Cl:14][c:15]1[n:16][cH:17][n:18][c:19]2[cH:20][c:21]([O:27][CH3:28])[c:22]([O:25][CH3:26])[cH:23][c:24]12.[F:1][c:2]1[cH:3][cH:4][c:5]2[c:9]([cH:10]1)[NH:8][C:7](=[O:11])[CH2:6]2.[H-:12].[Na+:13].[O:29]=[CH:30][N:31]([CH3:32])[CH3:33]>>[F:1][c:2]1[cH:3][cH:4][c:5]2[c:9]([cH:10]1)[NH:8][C:7](=[O:11])[CH:6]2[c:15]1[n:16][cH:17][n:18][c:19]2[cH:20][c:21]([O:27][CH3:28])[c:22]([O:25][CH3:26])[cH:23][c:24]12.